From a dataset of the Open Reaction Database (ORD), a public repository of structured organic reaction records. describe an organic reaction: reactants, conditions, products, and yield The reactants are 5-Br-2-ethoxy pyridine, C(C)O (ethanol), [Na] (sodium), BrC1=NC=C(C=C1)Br (2,5-dibromopyridine). Run at temperature 140 celsius. Product: BrC=1C=CC(=NC1)OCC (5-bromo-2-ethoxypyridine). Isolated yield 93.0%. As a reaction SMILES: [Na].Br[C:3]1[CH:8]=[CH:7][C:6]([Br:9])=[CH:5][N:4]=1.[CH2:10]([OH:12])[CH3:11]>>[Br:9][C:6]1[CH:7]=[CH:8][C:3]([O:12][CH2:10][CH3:11])=[N:4][CH:5]=1 |^1:0|. Procedure details: Preparation of 5-Br-2-ethoxy pyridine via General Method B (microwave): The general procedure in section 3.1. was followed using sodium metal (0.3 g, 1.3 mmol, 3 eq.) and 2,5-dibromopyridine (0.1 g, 4.22 mmol, 1 eq.) in ethanol (2 mL). The mixture was heated under microwave irradiation at 140° C. for 21 min. Workup as above gave 5-bromo-2-ethoxypyridine (0.80 gm, 93%). Spectral data were identical to those reported above. The reactants are CCN, ClCCl, O=C(Cl)c1ccccc1F. Yields the product CCNC(=O)c1ccccc1F. As a reaction SMILES: [CH2:11]([CH3:12])[NH2:13].[Cl:14][CH2:15][Cl:16].[F:1][c:2]1[c:3]([C:4](=[O:5])[Cl:6])[cH:7][cH:8][cH:9][cH:10]1>>[F:1][c:2]1[c:3]([C:4](=[O:5])[NH:13][CH2:11][CH3:12])[cH:7][cH:8][cH:9][cH:10]1. The yield is 21.3%. Starting materials: C1=CC=CC=C1 (benzene), S(O)(O)(=O)=O (sulfuric acid), O=O (Oxygen). Procedure: 10 c.c. of the catalyst thus prepared was fed into a 50 c.c. microbomb, together with 10 g of benzene, 5 g of acetic acid and 0.2 g of concentrated sulfuric acid, and the bomb was sealed. Oxygen was introduced therein through an upper valve till its pressure reached 40 kg/cm2. The bomb was then placed in an oil bath of shaking type whose temperature had been controlled to 100°C. After the reaction was carried out for 20 hours, the catalyst was separated and removed. The reaction mixture containi... RXN SMILES: [CH:1]1[CH:6]=[CH:5][CH:4]=[CH:3][CH:2]=1.S(=O)(=O)(O)O.O=O>C(O)(=O)C>[C:1]1([C:1]2[CH:6]=[CH:5][CH:4]=[CH:3][CH:2]=2)[CH:6]=[CH:5][CH:4]=[CH:3][CH:2]=1. Run in C(C)(=O)O (acetic acid). Conditions: time 20 hour. Product: C1(=CC=CC=C1)C1=CC=CC=C1 (biphenyl). Procedure details: Using the procedure described previously, a solution of L-isoleucine, N-[1-(carboxymethyl)-L-prolyl] benzylamide (298 mg, 0.73 mmol), 4-N,N-dimethylaminopyridine (100 mg, 0.82 mmol, 1.3 eq), 1,3-dicyclohexylcarbodiimide (242 mg, 1.17 mmol, 1.8 eq) in dichloromethane (10 mL) was treated with (R)-2-methyl-1-phenyl-1-propanol (100 mg, 0.64 mmol, 1.3 eq). After TLC indicated the reaction was complete, the mixture was purified by HPLC to provide 96.2 mg (30%) of L-isoleucine, N-[1-(2-(2-methyl-1-(R)-... The yield is 29.6%. Solvent: ClCCl (dichloromethane). The reactants are C(=O)(O)CN1[C@H](C(=O)N(C([C@@H](N)[C@@H](C)CC)=O)CC2=CC=CC=C2)CCC1 (L-isoleucine, N-[1-(carboxymethyl)-L-prolyl] benzylamide), 4-N,N-dimethylaminopyridine, C1(CCCCC1)N=C=NC1CCCCC1 (1,3-dicyclohexylcarbodiimide), CC([C@@H](O)C1=CC=CC=C1)C ((R)-2-methyl-1-phenyl-1-propanol). The product is CC([C@@H](OC(CN1[C@H](C(=O)N(C([C@@H](N)[C@@H](C)CC)=O)CC2=CC=CC=C2)CCC1)=O)C1=CC=CC=C1)C (L-isoleucine, N-[1-(2-(2-methyl-1-(R)-phenyl-1-propoxy)-2-oxoethyl)-L-prolyl] benzylamide). Reaction SMILES: [C:1]([CH2:4][N:5]1[CH2:27][CH2:26][CH2:25][C@H:6]1[C:7]([N:9]([CH2:18][C:19]1[CH:24]=[CH:23][CH:22]=[CH:21][CH:20]=1)[C:10](=[O:17])[C@H:11]([C@H:13]([CH2:15][CH3:16])[CH3:14])[NH2:12])=[O:8])([OH:3])=[O:2].C1(N=C=NC2CCCCC2)CCCCC1.[CH3:43][CH:44]([CH3:53])[C@H:45]([C:47]1[CH:52]=[CH:51][CH:50]=[CH:49][CH:48]=1)O>ClCCl>[CH3:43][CH:44]([CH3:53])[C@H:45]([C:47]1[CH:52]=[CH:51][CH:50]=[CH:49][CH:48]=1)[O:2][C:1](=[O:3])[CH2:4][N:5]1[CH2:27][CH2:26][CH2:25][C@H:6]1[C:7]([N:9]([CH2:18][C:19]1[CH:24]=[CH:23][CH:22]=[CH:21][CH:20]=1)[C:10](=[O:17])[C@H:11]([C@H:13]([CH2:15][CH3:16])[CH3:14])[NH2:12])=[O:8]. The reactants are Cn1c(=O)c2[nH]cnc2n(C)c1=O, CS(C)=O, FC(F)(F)I, [Fe+2], OO, O=S(=O)(O)O, O=S(=O)([O-])[O-]. Yields the product Cn1c(=O)c2[nH]c(C(F)(F)F)nc2n(C)c1=O. As a reaction SMILES: [CH3:1][n:2]1[c:3]2[n:4][cH:5][nH:6][c:7]2[c:8](=[O:9])[n:10]([CH3:11])[c:12]1=[O:13].[CH3:32][S:33](=[O:34])[CH3:35].[F:19][C:20]([F:21])([F:22])[I:23].[Fe+2:31].[OH:24][OH:25].[S:14](=[O:15])(=[O:16])([OH:17])[OH:18].[S:26]([O-:27])([O-:28])(=[O:29])=[O:30]>>[CH3:1][n:2]1[c:3]2[n:4][c:5]([C:20]([F:19])([F:21])[F:22])[nH:6][c:7]2[c:8](=[O:9])[n:10]([CH3:11])[c:12]1=[O:13]. Starting materials: C[C@@]1(CN2C(O1)=NC(=C2)[N+](=O)[O-])COC2=CC=C(C=C2)N2CCN(CC2)C(=O)OC(C)(C)C (tert-butyl (R)-4-[4-(2-methyl-6-nitro-2,3-dihydroimidazo[2,1-b]oxazol-2-ylmethoxy)phenyl]piperazine-1-carboxylate), FC(OC1=CC=C(CN)C=C1)(F)F (4-trifluoromethoxybenzylamine), C(=O)(N1C=NC=C1)N1C=NC=C1 (1,1′-carbonyldiimidazole), FC(C(=O)O)(F)F (trifluoroacetic acid). Solvent: O (water), C(Cl)Cl (methylene chloride), CN(C)C=O (DMF). Reaction conditions: time 3 hour. The product is FC(OC1=CC=C(CNC(=O)N2CCN(CC2)C2=CC=C(C=C2)OC[C@]2(CN3C(O2)=NC(=C3)[N+](=O)[O-])C)C=C1)(F)F ((R)-4-[4-(2-methyl-6-nitro-2,3-dihydroimidazo[2,1-b]oxazol-2-ylmethoxy)phenyl]piperazine-1-carboxylic acid 4-trifluoromethoxybenzylamide). Isolated yield 32.0%. Reaction SMILES: [CH3:1][C@@:2]1([CH2:13][O:14][C:15]2[CH:20]=[CH:19][C:18]([N:21]3[CH2:26][CH2:25][N:24]([C:27](OC(C)(C)C)=[O:28])[CH2:23][CH2:22]3)=[CH:17][CH:16]=2)[O:6][C:5]2=[N:7][C:8]([N+:10]([O-:12])=[O:11])=[CH:9][N:4]2[CH2:3]1.FC(F)(F)C(O)=O.[F:41][C:42]([F:53])([F:52])[O:43][C:44]1[CH:51]=[CH:50][C:47]([CH2:48][NH2:49])=[CH:46][CH:45]=1.C(N1C=CN=C1)(N1C=CN=C1)=O>C(Cl)Cl.CN(C=O)C.O>[F:41][C:42]([F:52])([F:53])[O:43][C:44]1[CH:51]=[CH:50][C:47]([CH2:48][NH:49][C:27]([N:24]2[CH2:25][CH2:26][N:21]([C:18]3[CH:19]=[CH:20][C:15]([O:14][CH2:13][C@:2]4([CH3:1])[O:6][C:5]5=[N:7][C:8]([N+:10]([O-:12])=[O:11])=[CH:9][N:4]5[CH2:3]4)=[CH:16][CH:17]=3)[CH2:22][CH2:23]2)=[O:28])=[CH:46][CH:45]=1. Procedure: Tert-butyl (R)-4-[4-(2-methyl-6-nitro-2,3-dihydroimidazo[2,1-b]oxazol-2-ylmethoxy)phenyl]-piperazine-1-carboxylate prepared in Example 148 (120 mg, 0.26 mmol) was dissolved in methylene chloride (5 ml). To the solution, trifluoroacetic acid (5 ml) was added followed by stirring at room temperature for 3 hours. The reaction mixture was concentrated under reduced pressure, then added methylene chloride (2 ml) and triethylamine (2 ml). The solution was stirred at room temperature for 5 minutes and ... The reactants are ClC1=CC(=C(C=C1OC(C)C)N1C(NC(=C(C1=O)F)C(C(F)(F)F)(F)F)=O)F (3-(4-chloro-2-fluoro-5-isopropoxyphenyl)-5-fluoro-6-pentafluoroethyl-2,4(1H,3H)-pyrimidinedione), C([O-])(O)=O.[Na+] (sodium bicarbonate), S(=O)(=O)(OC)OC (dimethyl sulphate). Run in CC(=O)C (acetone). Product: ClC1=CC(=C(C=C1OC(C)C)N1C(=NC(=C(C1=O)F)C(C(F)(F)F)(F)F)OC)F (1-(4-chloro-2-fluoro-5-isopropoxyphenyl)-5-fluoro-2-methoxy-4-pentafluoroethyl-6(1H) -pyrimidinone). Reaction SMILES: [Cl:1][C:2]1[C:7]([O:8][CH:9]([CH3:11])[CH3:10])=[CH:6][C:5]([N:12]2[C:17](=[O:18])[C:16]([F:19])=[C:15]([C:20]([F:26])([F:25])[C:21]([F:24])([F:23])[F:22])[NH:14][C:13]2=[O:27])=[C:4]([F:28])[CH:3]=1.[C:29](=O)(O)[O-].[Na+].S(OC)(OC)(=O)=O>CC(C)=O>[Cl:1][C:2]1[C:7]([O:8][CH:9]([CH3:11])[CH3:10])=[CH:6][C:5]([N:12]2[C:17](=[O:18])[C:16]([F:19])=[C:15]([C:20]([F:25])([F:26])[C:21]([F:24])([F:23])[F:22])[N:14]=[C:13]2[O:27][CH3:29])=[C:4]([F:28])[CH:3]=1 |f:1.2|. Procedure details: using 3-(4-chloro-2-fluoro-5-isopropoxyphenyl)-5-fluoro-6-pentafluoroethyl-2,4(1H,3H)-pyrimidinedione with sodium bicarbonate and dimethyl sulphate in acetone there is obtained 1-(4-chloro-2-fluoro-5-isopropoxyphenyl)-5-fluoro-2-methoxy-4-pentafluoroethyl-6(1H) -pyrimidinone, m.p. 69°-71° C.;